Dataset: the Open Reaction Database (ORD), a public repository of structured organic reaction records. Task: describe an organic reaction: reactants, conditions, products, and yield The reactants are [NH4+].[NH4+].[O-]S(=O)(=O)[O-].[O-]S(=O)(=O)[O-].[Fe+2] (ferrous ammonium sulfate), ferrous perchlorate, ferrous chloride, ferrous iodide, ferrous sulfate, ferrous nitrate, ferrous bromide. Run in O (water). The product is [Fe+2] (Fe+2), ferric sulfate, [NH4+].[O-]S(=O)(=O)[O-].[O-]S(=O)(=O)[O-].[Fe+3] (ferric ammonium sulfate), [Fe+3] (Fe+3). RXN SMILES: [NH4+:1].[NH4+].[O-:3][S:4]([O-:7])(=[O:6])=[O:5].[O-:8][S:9]([O-:12])(=[O:11])=[O:10].[Fe+2:13]>O>[Fe+2:13].[NH4+:1].[O-:6][S:4]([O-:7])(=[O:5])=[O:3].[O-:11][S:9]([O-:12])(=[O:10])=[O:8].[Fe+3:13].[Fe+3:13] |f:0.1.2.3.4,7.8.9.10|. Procedure details: Water soluble iron salts are compounds which yield Fe+2 or Fe+3 ions in water; they preferably have a solubility in water greater than 2 g/100 ml at 25° C and include, for example, ferrous chloride, ferrous perchlorate, ferrous bromide, ferrous nitrate, ferrous iodide, ferrous sulfate, and ferrous ammonium sulfate (the above compounds yield Fe+2 ions), and ferric chloride, ferric perchlorate, ferric bromide, ferric nitrate, ferric iodide, ferric sulfate, and ferric ammonium sulfate (the above co...